Dataset: the Open Reaction Database (ORD), a public repository of structured organic reaction records. Task: describe an organic reaction: reactants, conditions, products, and yield The solvent is CCCCCC (hexane), CC(=O)C (acetone), C(C)O (ethanol), C(C)O (ethanol), C(C)(=O)O (acetic acid). Reaction SMILES: Cl.[CH2:2]([C:6]1[N:11]=[C:10]([C:12]([NH2:14])=[NH:13])[CH:9]=[CH:8][CH:7]=1)[CH2:3][CH2:4][CH3:5].[O-]CC.[Na+].[Na].CO[CH:22](OC)[CH2:23][C:24](=O)[CH3:25]>C(O)C.CC(C)=O.CCCCCC.C(O)(=O)C>[CH2:2]([C:6]1[N:11]=[C:10]([C:12]2[N:14]=[C:24]([CH3:25])[CH:23]=[CH:22][N:13]=2)[CH:9]=[CH:8][CH:7]=1)[CH2:3][CH2:4][CH3:5] |f:0.1,2.3,^1:18|. The product is C(CCC)C1=CC=CC(=N1)C1=NC=CC(=N1)C (2-(6-n-butyl-2-pyridinyl)-4-methylpyrimidine). Yield: 68.0%. Procedure: To 6-n-butyl-2-picoline amidine hydrochloride (3 g) were added sodium ethoxide solution in ethanol prepared from ethanol (100 ml) and metallic sodium (0.65 g) and then 1,1-dimethoxy-3-butanone (purity 90 %, 2.16 g). The mixture was heated under refluxing for three hours, and was left to stand at room temperature. After acetic acid was added into the mixture to be weak acidic condition, the mixture was concentrated under reduced pressure. The residue was dissolved in chloroform (200 ml), followed... The reactants are COC(CC(C)=O)OC (1,1-dimethoxy-3-butanone), [Na] (sodium), Cl.C(CCC)C1=CC=CC(=N1)C(=N)N (6-n-butyl-2-picoline amidine hydrochloride), [O-]CC.[Na+] (sodium ethoxide).